Task: describe an organic reaction: reactants, conditions, products, and yield. Dataset: the Open Reaction Database (ORD), a public repository of structured organic reaction records Reported procedure: The title compound was prepared from 1-(3-chlorophenyl)-3-mesyloxymethyl-2-pyrrolidinone and 1-(2-methoxyethyl)piperazine, in the same manner as in Preparation Example 1(8). Yields the product ClC=1C=C(C=CC1)N1C(C(CC1)CN1CCN(CC1)CCOC)=O (1-(3-chlorophenyl)-3-(4-(2-methoxyethyl)piperazin-1-yl)methyl-2-pyrrolidinone). Reactants: ClC=1C=C(C=CC1)N1C(C(CC1)COS(=O)(=O)C)=O (1-(3-chlorophenyl)-3-mesyloxymethyl-2-pyrrolidinone), COCCN1CCNCC1 (1-(2-methoxyethyl)piperazine). Reaction SMILES: [Cl:1][C:2]1[CH:3]=[C:4]([N:8]2[CH2:12][CH2:11][CH:10]([CH2:13]OS(C)(=O)=O)[C:9]2=[O:19])[CH:5]=[CH:6][CH:7]=1.[CH3:20][O:21][CH2:22][CH2:23][N:24]1[CH2:29][CH2:28][NH:27][CH2:26][CH2:25]1>>[Cl:1][C:2]1[CH:3]=[C:4]([N:8]2[CH2:12][CH2:11][CH:10]([CH2:13][N:27]3[CH2:28][CH2:29][N:24]([CH2:23][CH2:22][O:21][CH3:20])[CH2:25][CH2:26]3)[C:9]2=[O:19])[CH:5]=[CH:6][CH:7]=1. Starting materials: Cc1cc([N+](=O)[O-])c(C)cc1Br, CC1(C)OB(C2=CCC3(CC2)OCCO3)OC1(C)C, CC(C)(O)CO, O, c1ccc(P(c2ccccc2)(c2ccccc2)[Pd](P(c2ccccc2)(c2ccccc2)c2ccccc2)(P(c2ccccc2)(c2ccccc2)c2ccccc2)P(c2ccccc2)(c2ccccc2)c2ccccc2)cc1. Reaction SMILES: [Br:1][c:2]1[c:3]([CH3:12])[cH:4][c:5]([N+:9](=[O:10])[O-:11])[c:6]([CH3:8])[cH:7]1.[CH3:13][C:14]1([CH3:15])[C:16]([CH3:17])([CH3:18])[O:19][B:20]([C:21]2=[CH:22][CH2:23][C:24]3([O:25][CH2:26][CH2:27][O:28]3)[CH2:29][CH2:30]2)[O:31]1.[CH3:32][C:33]([OH:34])([CH3:35])[CH2:36][OH:37].[OH2:38].[cH:39]1[cH:40][cH:41][c:42]([P:43]([Pd:44]([P:45]([c:46]2[cH:47][cH:48][cH:49][cH:50][cH:51]2)([c:52]2[cH:53][cH:54][cH:55][cH:56][cH:57]2)[c:58]2[cH:59][cH:60][cH:61][cH:62][cH:63]2)([P:64]([c:65]2[cH:66][cH:67][cH:68][cH:69][cH:70]2)([c:71]2[cH:72][cH:73][cH:74][cH:75][cH:76]2)[c:77]2[cH:78][cH:79][cH:80][cH:81][cH:82]2)[P:83]([c:84]2[cH:85][cH:86][cH:87][cH:88][cH:89]2)([c:90]2[cH:91][cH:92][cH:93][cH:94][cH:95]2)[c:96]2[cH:97][cH:98][cH:99][cH:100][cH:101]2)([c:102]2[cH:103][cH:104][cH:105][cH:106][cH:107]2)[c:108]2[cH:109][cH:110][cH:111][cH:112][cH:113]2)[cH:114][cH:115]1>>[c:2]1([C:21]2=[CH:22][CH2:23][C:24]3([O:25][CH2:26][CH2:27][O:28]3)[CH2:29][CH2:30]2)[c:3]([CH3:12])[cH:4][c:5]([N+:9](=[O:10])[O-:11])[c:6]([CH3:8])[cH:7]1. Product: Cc1cc([N+](=O)[O-])c(C)cc1C1=CCC2(CC1)OCCO2.